Dataset: the Open Reaction Database (ORD), a public repository of structured organic reaction records. Task: describe an organic reaction: reactants, conditions, products, and yield Starting materials: CCOC(C)=O, Cl[Cu], Cl[Pd]Cl, O, CN(C)C=O, O, C=Cc1ccc(C(C)N2CCC(CCCO)(c3ccccc3)OC2=O)cc1. Product: CC(=O)c1ccc(C(C)N2CCC(CCCO)(c3ccccc3)OC2=O)cc1. RXN SMILES: [CH3:35][CH2:36][O:37][C:38]([CH3:39])=[O:40].[Cl:41][Cu:42].[Cl:43][Pd:44][Cl:45].[O:29].[O:30]=[CH:31][N:32]([CH3:33])[CH3:34].[OH2:28].[OH:1][CH2:2][CH2:3][CH2:4][C:5]1([c:22]2[cH:23][cH:24][cH:25][cH:26][cH:27]2)[CH2:6][CH2:7][N:8]([CH:12]([CH3:13])[c:14]2[cH:15][cH:16][c:17]([CH:20]=[CH2:21])[cH:18][cH:19]2)[C:9](=[O:11])[O:10]1>>[OH:1][CH2:2][CH2:3][CH2:4][C:5]1([c:22]2[cH:23][cH:24][cH:25][cH:26][cH:27]2)[CH2:6][CH2:7][N:8]([CH:12]([CH3:13])[c:14]2[cH:15][cH:16][c:17]([C:20]([CH3:21])=[O:28])[cH:18][cH:19]2)[C:9](=[O:11])[O:10]1. The reactants are [BH4-].[Li+] (lithium borohydride), Cl.NC(C(=O)O)CC(F)(F)F (2-amino-4,4,4-trifluorobutanoic acid hydrochloride), C1CCOC1 (THF), Cl[Si](C)(C)C (chlorotrimethylsilane). Solvent: CO (methanol). Conditions: time 5 minute. Yields the product NC(CO)CC(F)(F)F (rac-2-Amino-4,4,4-trifluorobutan-1-ol). As a reaction SMILES: [BH4-].[Li+].C1COCC1.Cl[Si](C)(C)C.Cl.[NH2:14][CH:15]([CH2:19][C:20]([F:23])([F:22])[F:21])[C:16](O)=[O:17]>CO>[NH2:14][CH:15]([CH2:19][C:20]([F:23])([F:22])[F:21])[CH2:16][OH:17] |f:0.1,4.5|. Procedure: 0.32 ml of lithium borohydride (2 M in THF, 0.65 mmol, 2.5 equivalents) were initially charged in 0.5 ml of abs. THF, 0.16 ml of chlorotrimethylsilane (1.28 mmol, 5 equivalents) were added at RT and the mixture was stirred at RT for 5 min. 50 mg of 2-amino-4,4,4-trifluorobutanoic acid hydrochloride (0.26 mmol, 1 equivalent) were then added a little at a time, and the reaction mixture was stirred at RT overnight. 0.5 ml of methanol was added, and the mixture was then concentrated. 0.6 ml of a 20%...